Dataset: the Open Reaction Database (ORD), a public repository of structured organic reaction records. Task: describe an organic reaction: reactants, conditions, products, and yield The reactants are ClC1=C(C=C(C=C1)[N+](=O)[O-])CC(=O)OCC (ethyl 2-(2-chloro-5-nitrophenyl)acetate), Cl (HCl), resultant mixture. Reagents/catalysts: [Fe] (Iron). Solvent: CCO (EtOH). Yields the product NC=1C=CC(=C(C1)CC(=O)OCC)Cl (ethyl 2-(5-amino-2-chlorophenyl)acetate). Isolated yield 560.0%. RXN SMILES: [Cl:1][C:2]1[CH:7]=[CH:6][C:5]([N+:8]([O-])=O)=[CH:4][C:3]=1[CH2:11][C:12]([O:14][CH2:15][CH3:16])=[O:13].Cl>CCO.[Fe]>[NH2:8][C:5]1[CH:6]=[CH:7][C:2]([Cl:1])=[C:3]([CH2:11][C:12]([O:14][CH2:15][CH3:16])=[O:13])[CH:4]=1. Procedure details: Iron powder (2.5 g, 44.7 mmol) was added portion-wise to a solution of ethyl 2-(2-chloro-5-nitrophenyl)acetate (8 g, 4.68 mmol) and conc. HCl (12 M, 3.9 mL, 46.8 mmol) in EtOH (100 mL). The resultant mixture was heated at 50° C. for 2 h. The mixture was filtered and the filtrate cake was washed with satd. Na2CO3 until pH 8. The filter cake was further washed with EtOAc and the combined filtrates were partitioned between EtOAc and water. The organics were dried over Na2SO4 and concentrated in vac... Reactants: CC(C)(C)OC(=O)NC1CCC(Oc2ccc3c(N)nccc3c2)CC1, ClCCl, O=C(O)C(F)(F)F. Yields the product Nc1nccc2cc(OC3CCC(N)CC3)ccc12. RXN SMILES: [C:1]([O:2][C:3](=[O:4])[NH:7][CH:8]1[CH2:9][CH2:10][CH:11]([O:14][c:15]2[cH:16][c:17]3[cH:18][cH:19][n:20][c:21]([NH2:25])[c:22]3[cH:23][cH:24]2)[CH2:12][CH2:13]1)([CH3:5])([CH3:6])[CH3:26].[Cl:27][CH2:28][Cl:29].[OH:30][C:31]([C:32]([F:33])([F:34])[F:35])=[O:36]>>[NH2:7][CH:8]1[CH2:9][CH2:10][CH:11]([O:14][c:15]2[cH:16][c:17]3[cH:18][cH:19][n:20][c:21]([NH2:25])[c:22]3[cH:23][cH:24]2)[CH2:12][CH2:13]1. Starting materials: CC1=CC(=NC=C1[N+](=O)[O-])N1N=CN=C1 (4-methyl-5-nitro-2-(1,2,4-triazol-1-yl)pyridine), COC(N(C)C)OC (dimethylformamide dimethyl acetal). The solvent is CN(C)C=O (DMF). Run at temperature 90 celsius. Yields the product CN(C=CC1=CC(=NC=C1[N+](=O)[O-])N1N=CN=C1)C (N,N-Dimethyl-2-(5-nitro-2-(1,2,4-triazol-1-yl)-pyridin-4-yl)ethenamine). Isolated yield 99.9%. Reaction SMILES: [CH3:1][C:2]1[C:7]([N+:8]([O-:10])=[O:9])=[CH:6][N:5]=[C:4]([N:11]2[CH:15]=[N:14][CH:13]=[N:12]2)[CH:3]=1.CO[CH:18](OC)[N:19]([CH3:21])[CH3:20]>CN(C=O)C>[CH3:18][N:19]([CH3:21])[CH:20]=[CH:1][C:2]1[C:7]([N+:8]([O-:10])=[O:9])=[CH:6][N:5]=[C:4]([N:11]2[CH:15]=[N:14][CH:13]=[N:12]2)[CH:3]=1. Reported procedure: To a suspension of 4-methyl-5-nitro-2-(1,2,4-triazol-1-yl)pyridine (4.1 g, 20 mmol) in dry DMF (30 mL) was added dimethylformamide dimethyl acetal (5.9 mL, 44 mmol) and the mixture heated at 90° C. for 20 min. The solvent was evaporated in vacuo using toluene as an azeotrope to give the title compound (5.2 g, 100%) as a dark red solid. mp 225-228° C. 1H NMR (360 MHz, CDCl3) δ 3.10 (6H, s) 6.13 (1H, d, J=13.1 Hz), 7.54 (1H, d, J=13.1 Hz), 7.81 (1H, s) 8.04 (1H, s), 8.92 (1H, s) and 9.17 (1H, s). Starting materials: ClC1=C(C=C(C=C1)C=1N(C(SC1)=NC1=CC=CC=C1)C)S(N(C)C)(=O)=O (4-(4-chloro-3-dimethylsulfamoylphenyl)-3-methyl-2-phenylimino-4-thiazoline), C1(=CC=C(C=C1)S(=O)(=O)O)C (p-toluenesulfonic acid). The product is C1(=CC=C(C=C1)S(=O)(=O)O)C.ClC1=C(C=C(C=C1)C=1N(C(SC1)=NC1=CC=CC=C1)C)S(N(C)C)(=O)=O (4-(4-Chloro-3-dimethylsulfamoylphenyl)-3-methyl-2-phenylimino-4-thiazoline p-toluenesulfonate). As a reaction SMILES: [Cl:1][C:2]1[CH:7]=[CH:6][C:5]([C:8]2[N:9]([CH3:20])[C:10](=[N:13][C:14]3[CH:19]=[CH:18][CH:17]=[CH:16][CH:15]=3)[S:11][CH:12]=2)=[CH:4][C:3]=1[S:21](=[O:26])(=[O:25])[N:22]([CH3:24])[CH3:23].[C:27]1([CH3:37])[CH:32]=[CH:31][C:30]([S:33]([OH:36])(=[O:35])=[O:34])=[CH:29][CH:28]=1>>[C:27]1([CH3:37])[CH:28]=[CH:29][C:30]([S:33]([OH:36])(=[O:34])=[O:35])=[CH:31][CH:32]=1.[Cl:1][C:2]1[CH:7]=[CH:6][C:5]([C:8]2[N:9]([CH3:20])[C:10](=[N:13][C:14]3[CH:15]=[CH:16][CH:17]=[CH:18][CH:19]=3)[S:11][CH:12]=2)=[CH:4][C:3]=1[S:21](=[O:26])(=[O:25])[N:22]([CH3:23])[CH3:24] |f:2.3|. Reported procedure: Obtained by a procedure analogous to that indicated in Example 3(c), from 4-(4-chloro-3-dimethylsulfamoylphenyl)-3-methyl-2-phenylimino-4-thiazoline and 0.02 mole of p-toluenesulfonic acid. Colorless crystals; melting point 196° C. Reactants: CC1=NC=C(C=C1)C2CCCN2 (6-Methylnomicotine), C=O (formaldehyde), [OH-].[Na+] (sodium hydroxide). Run in C(=O)O (formic acid). Product: CC1=NC=C(C=C1)C2CCCN2C ((+/-)-6-Methylnicotine). Isolated yield 92.0%. RXN SMILES: [CH3:1][C:2]1[CH:7]=[CH:6][C:5]([CH:8]2[NH:12][CH2:11][CH2:10][CH2:9]2)=[CH:4][N:3]=1.[CH2:13]=O.[OH-].[Na+]>C(O)=O>[CH3:1][C:2]1[CH:7]=[CH:6][C:5]([CH:8]2[N:12]([CH3:13])[CH2:11][CH2:10][CH2:9]2)=[CH:4][N:3]=1 |f:2.3|. Procedure: Into a round bottom flask was placed XVI (2.0 g), and formaldehyde (37% w/v in water, 20 mL) and formic acid (95-97% w/v, 45 mL), both a 0° C., were added. The mixture then was refluxed under nitrogen for 8 hr. The cooled reaction mixture was basified with aqueous sodium hydroxide (50% w/v) to pH 8-9, and the solution extracted with chloroform (5×25 mL). The combined organic liquors were dried over anhydrous sodium sulfate, filtered and evaporated; and the resulting oil distilled under reduced p...